This data is from the Open Reaction Database (ORD), a public repository of structured organic reaction records. The task is: describe an organic reaction: reactants, conditions, products, and yield Reactants: ClC1=NC=2N(C=C1C1=CC=CC=C1)C=CN2 (7-chloro-6-phenylimidazo[1,2-a]pyrimidine), C(=O)C1=CC=C(C=C1)B(O)O (4-formylphenylboronic acid), C([O-])([O-])=O.[Na+].[Na+] (sodium carbonate). The reagents and catalysts are C1=CC=C(C=C1)P([C-]2C=CC=C2)C3=CC=CC=C3.C1=CC=C(C=C1)P([C-]2C=CC=C2)C3=CC=CC=C3.Cl[Pd]Cl.[Fe+2] (dichloro[1,1′-bis(diphenylphosphino)ferrocene]palladium). The solvent is O (water), ClCCl (dichloromethane), COCCOC (1,2-dimethoxyethane). Run at temperature 80 celsius, time 2 hour. Product: C1(=CC=CC=C1)C=1C(=NC=2N(C1)C=CN2)C2=CC=C(C=O)C=C2 (4-(6-phenylimidazo[1,2-a]pyrimidin-7-yl)benzaldehyde). Reaction SMILES: Cl[C:2]1[C:7]([C:8]2[CH:13]=[CH:12][CH:11]=[CH:10][CH:9]=2)=[CH:6][N:5]2[CH:14]=[CH:15][N:16]=[C:4]2[N:3]=1.[CH:17]([C:19]1[CH:24]=[CH:23][C:22](B(O)O)=[CH:21][CH:20]=1)=[O:18].C(=O)([O-])[O-].[Na+].[Na+]>COCCOC.O.ClCCl.C1C=CC(P(C2C=CC=CC=2)[C-]2C=CC=C2)=CC=1.C1C=CC(P(C2C=CC=CC=2)[C-]2C=CC=C2)=CC=1.Cl[Pd]Cl.[Fe+2]>[C:8]1([C:7]2[C:2]([C:22]3[CH:23]=[CH:24][C:19]([CH:17]=[O:18])=[CH:20][CH:21]=3)=[N:3][C:4]3[N:5]([CH:14]=[CH:15][N:16]=3)[CH:6]=2)[CH:13]=[CH:12][CH:11]=[CH:10][CH:9]=1 |f:2.3.4,8.9.10.11|. Procedure: To a mixture of 6 g of the crude product obtained in step 3 and 5.1 g 4-formylphenylboronic acid in 210 ml 1,2-dimethoxyethane are added 0.96 g dichloro[1,1′-bis(diphenylphosphino)ferrocene]palladium (II) dichloromethane adduct and 42 ml of a 10% w/w sodium carbonate solution. The resulting mixture is heated to 80° C. under an inert gas atmosphere for 15 h. The work up is performed by diluting the reaction mixture with water and dichloromethane, separating the phases and extraction of the aqueou... Reactants: O=C([O-])[O-], CI, COCCOC, CCOC(C)=O, Cc1nc(C#Cc2cccc(Cl)c2)cn1-c1cc[nH]c(=O)c1, [K+], [K+]. The product is Cc1nc(C#Cc2cccc(Cl)c2)cn1-c1ccn(C)c(=O)c1. RXN SMILES: [C:23](=[O:24])([O-:25])[O-:26].[CH3:29][I:30].[CH3:31][O:32][CH2:33][CH2:34][O:35][CH3:36].[CH3:37][CH2:38][O:39][C:40](=[O:41])[CH3:42].[Cl:1][c:2]1[cH:3][c:4]([C:8]#[C:9][c:10]2[n:11][c:12]([CH3:22])[n:13](-[c:15]3[cH:16][c:17](=[O:21])[nH:18][cH:19][cH:20]3)[cH:14]2)[cH:5][cH:6][cH:7]1.[K+:27].[K+:28]>>[Cl:1][c:2]1[cH:3][c:4]([C:8]#[C:9][c:10]2[n:11][c:12]([CH3:22])[n:13](-[c:15]3[cH:16][c:17](=[O:21])[n:18]([CH3:23])[cH:19][cH:20]3)[cH:14]2)[cH:5][cH:6][cH:7]1. The reactants are NC=1C(N(C(N(C1N)CC)=O)CC)=O (5,6-diamino-1,3-diethyluracil), C(CCC)OC1=CC=C(C=CC(=O)O)C=C1 (4-butoxycinnamic acid). Yields the product C(CCC)OC1=CC=C(/C=C/C2=NC=3N(C(N(C(C3N2)=O)CC)=O)CC)C=C1 ((E)-8-(4-Butoxystyryl)-1,3-diethylxanthine). Yield: 52.6%. As a reaction SMILES: [NH2:1][C:2]1[C:3](=[O:14])[N:4]([CH2:12][CH3:13])[C:5](=[O:11])[N:6]([CH2:9][CH3:10])[C:7]=1[NH2:8].[CH2:15]([O:19][C:20]1[CH:30]=[CH:29][C:23]([CH:24]=[CH:25][C:26](O)=O)=[CH:22][CH:21]=1)[CH2:16][CH2:17][CH3:18]>>[CH2:15]([O:19][C:20]1[CH:21]=[CH:22][C:23](/[CH:24]=[CH:25]/[C:26]2[NH:1][C:2]3[C:3](=[O:14])[N:4]([CH2:12][CH3:13])[C:5](=[O:11])[N:6]([CH2:9][CH3:10])[C:7]=3[N:8]=2)=[CH:29][CH:30]=1)[CH2:16][CH2:17][CH3:18]. Procedure: Substantially the same procedure as in Example 7 was repeated using 3.00 g (15.1 mmol) of 5,6-diamino-1,3-diethyluracil and 3.67 g (16.7 mmol) of 4-butoxycinnamic acid. Then, the resultant crude crystals were recrystallized from dioxane/water to give 3.04 g (yield 53%) of Compound 104 as pale yellow needles.